Dataset: the Open Reaction Database (ORD), a public repository of structured organic reaction records. Task: describe an organic reaction: reactants, conditions, products, and yield Starting materials: O (Water), CS(=O)(=O)OCC1=NC=C(C=C1)NC(=O)OC(C)(C)C ((5-(tert-butoxycarbonylamino)pyridin-2-yl)methyl methanesulfonate), N1CCOCC1 (morpholine), C(=O)([O-])[O-].[K+].[K+] (K2CO3). Run in C(C)#N (acetonitrile). Conditions: time 12 hour. Yields the product O1CCN(CC1)CC1=CC=C(C=N1)NC(OC(C)(C)C)=O (tert-butyl 6-(morpholinomethyl)pyridin-3-ylcarbamate). Yield: 72.8%. As a reaction SMILES: CS(O[CH2:6][C:7]1[CH:12]=[CH:11][C:10]([NH:13][C:14]([O:16][C:17]([CH3:20])([CH3:19])[CH3:18])=[O:15])=[CH:9][N:8]=1)(=O)=O.[NH:21]1[CH2:26][CH2:25][O:24][CH2:23][CH2:22]1.C([O-])([O-])=O.[K+].[K+].O>C(#N)C>[O:24]1[CH2:25][CH2:26][N:21]([CH2:6][C:7]2[N:8]=[CH:9][C:10]([NH:13][C:14](=[O:15])[O:16][C:17]([CH3:20])([CH3:19])[CH3:18])=[CH:11][CH:12]=2)[CH2:22][CH2:23]1 |f:2.3.4|. Procedure details: A mixture containing (5-(tert-butoxycarbonylamino)pyridin-2-yl)methyl methanesulfonate (114; 1.70 g), morpholine (48; 1.0 g, 11.3 mmol) and K2CO3 (2.30 g, 16.9 mmol) in acetonitrile (30 mL) was stirred at room temperature for 12 h. Water (30 mL) was added and the mixture was extracted with ethyl acetate (3×30 mL). The combined organic layers were dried (MgSO4) and concentrated under reduced pressure. The resulting residue was purified by chromatography (petroleum ether:ethyl acetate=1:1 to 1:3) ... The reactants are N(=NC(=O)OCC)C(=O)OCC (Diethyl azodicarboxylate), C1(=CC=CC=C1)P(C1=CC=CC=C1)C1=CC=CC=C1 (Triphenylphosphine), P(=O)(OCC1=CC=CC=C1)(OCC1=CC=CC=C1)[O-] (Dibenzyl phosphate), OCCCCNC(=O)N1C(C(=C(C1=O)C1=CN(C2=CC(=CC=C12)[N+](=O)[O-])C)C1=CN(C2=CC=CC=C12)C)=O (3-(1-Methyl-1H-indol-3-yl)-4-(1-methyl-6-nitro-1H-indol-3-yl)-2,5-dioxo-2,5-dihydro-pyrrole-1-carboxylic acid (4-hydroxybutyl)-amide). Solvent: C1CCOC1 (THF). Conditions: temperature -78 celsius. Yields the product CN1C=C(C2=CC=CC=C12)C=1C(N(C(C1C1=CN(C2=CC(=CC=C12)[N+](=O)[O-])C)=O)C(=O)NCCCCOP(OCC1=CC=CC=C1)(OCC1=CC=CC=C1)=O)=O (phosphoric acid dibenzyl ester 4-{[3-(1-methyl-1H-indol-3-yl)-4-(1-methyl-6-nitro-1H-indol-3-yl)-2,5-dioxo-2,5-dihydro-pyrrole-1-carbonyl]-amino}butyl ester). The yield is 82.8%. Reaction SMILES: C1(P(C2C=CC=CC=2)C2C=CC=CC=2)C=CC=CC=1.[P:20]([O-:38])([O:30][CH2:31][C:32]1[CH:37]=[CH:36][CH:35]=[CH:34][CH:33]=1)([O:22][CH2:23][C:24]1[CH:29]=[CH:28][CH:27]=[CH:26][CH:25]=1)=[O:21].O[CH2:40][CH2:41][CH2:42][CH2:43][NH:44][C:45]([N:47]1[C:51](=[O:52])[C:50]([C:53]2[C:61]3[C:56](=[CH:57][C:58]([N+:62]([O-:64])=[O:63])=[CH:59][CH:60]=3)[N:55]([CH3:65])[CH:54]=2)=[C:49]([C:66]2[C:74]3[C:69](=[CH:70][CH:71]=[CH:72][CH:73]=3)[N:68]([CH3:75])[CH:67]=2)[C:48]1=[O:76])=[O:46].N(C(OCC)=O)=NC(OCC)=O>C1COCC1>[CH3:75][N:68]1[C:69]2[C:74](=[CH:73][CH:72]=[CH:71][CH:70]=2)[C:66]([C:49]2[C:48](=[O:76])[N:47]([C:45]([NH:44][CH2:43][CH2:42][CH2:41][CH2:40][O:21][P:20](=[O:38])([O:22][CH2:23][C:24]3[CH:29]=[CH:28][CH:27]=[CH:26][CH:25]=3)[O:30][CH2:31][C:32]3[CH:37]=[CH:36][CH:35]=[CH:34][CH:33]=3)=[O:46])[C:51](=[O:52])[C:50]=2[C:53]2[C:61]3[C:56](=[CH:57][C:58]([N+:62]([O-:64])=[O:63])=[CH:59][CH:60]=3)[N:55]([CH3:65])[CH:54]=2)=[CH:67]1. Reported procedure: Triphenylphosphine (0.86 g, 3.29 mmol) and Dibenzyl phosphate (0.91 g, 3.29 mmol) were added to a solution of 3-(1-methyl-1H-indol-3-yl)-4-(1-methyl-6-nitro-1H-indol-3-yl)-2,5-dioxo-2,5-dihydro-pyrrole-1-carboxylic acid (4-hydroxybutyl)-amide (prepared as in example 23, 1.41 g, 2.74 mmol) in THF (50 mL). The mixture was cooled to −78° C. Diethyl azodicarboxylate (0.52 mL, 3.29 mmol) was added dropwise over 5 min. The cooling bath was removed and after 2 h, the mixture was evaporated. Chromatogra... Reactants: NC1=NC(=CC=C1N)Br (2,3-Diamino-6-bromopyridine), C(C)(OCC)(OCC)OCC (triethyl orthoacetate), C([O-])([O-])=O.[K+].[K+] (potassium carbonate). The solvent is ClCCl (dichloromethane), C(C)(=O)O (acetic acid). Product: BrC1=CC=C2C(=N1)N=C(N2)C (5-Bromo-2-methyl-1H-imidazo[4,5-b]pyridine). Reaction SMILES: [NH2:1][C:2]1[C:7]([NH2:8])=[CH:6][CH:5]=[C:4]([Br:9])[N:3]=1.[C:10](OCC)(OCC)(OCC)[CH3:11].C(=O)([O-])[O-].[K+].[K+]>C(O)(=O)C.ClCCl>[Br:9][C:4]1[N:3]=[C:2]2[N:1]=[C:10]([CH3:11])[NH:8][C:7]2=[CH:6][CH:5]=1 |f:2.3.4|. Reported procedure: 2,3-Diamino-6-bromopyridine (8.16 g) and triethyl orthoacetate (12.0 ml) were mixed in acetic acid (41 ml), and the mixture was refluxed under heating for 29 hr. The mixture was allowed to cool and the solvent was evaporated to give a crude product (10 g). This was dissolved in a sufficient amount of dichloromethane. Anhydrous potassium carbonate and active carbon were added and the mixture was stirred at room temperature. The insoluble matter was filtered off and the solvent was evaporated to g... Conditions: time 30 minute. Isolated yield 100.1%. Starting materials: C(CCC)C1=NC(=C(C(=N1)Cl)CC(=O)OCC)CC1=CC=C(C=C1)C(=O)OC(C)(C)C (Ethyl 2-butyl-4-chloro-6-[4-[(1,1-dimethylethoxy)-carbonyl]-benzyl]-5-pyrimidine acetate), FC(C(=O)O)(F)F (trifluoroacetic acid). The product is C(CCC)C1=NC(=C(C(=N1)Cl)CC(=O)OCC)CC1=CC=C(C=C1)C(=O)O (Ethyl 2-butyl-4-chloro-6-[(4-carboxyphenyl)-methyl]-5-pyrimidine acetate). Solvent: C(Cl)Cl (methylene chloride), C(Cl)Cl (methylene chloride). Procedure: 160 mg of the product of Example 3 were introduced into 4 ml of methylene chloride and 1 ml of trifluoroacetic acid and after the mixture was stirred at ambient temperature for 2 hours 30 minutes, it was diluted with 20 ml of methylene chloride, washed twice with 10 ml of water, extracted again with 20 ml of methylene chloride and evaporated to dryness under reduced pressure to obtain 140 mg of product which was crystallized from 1 ml of methylene chloride with 3 ml of isopropyl ether added to i... Reaction SMILES: [CH2:1]([C:5]1[N:10]=[C:9]([Cl:11])[C:8]([CH2:12][C:13]([O:15][CH2:16][CH3:17])=[O:14])=[C:7]([CH2:18][C:19]2[CH:24]=[CH:23][C:22]([C:25]([O:27]C(C)(C)C)=[O:26])=[CH:21][CH:20]=2)[N:6]=1)[CH2:2][CH2:3][CH3:4].FC(F)(F)C(O)=O>C(Cl)Cl>[CH2:1]([C:5]1[N:10]=[C:9]([Cl:11])[C:8]([CH2:12][C:13]([O:15][CH2:16][CH3:17])=[O:14])=[C:7]([CH2:18][C:19]2[CH:20]=[CH:21][C:22]([C:25]([OH:27])=[O:26])=[CH:23][CH:24]=2)[N:6]=1)[CH2:2][CH2:3][CH3:4]. Product: P(=O)(OC)(OC)OCC(C(CCCC)(C)C)=O (Dimethyl 3,3-dimethyl-2-oxoheptyl phosphate). Reported procedure: Dimethyl methylphosphonate (14.88 g) is dissolved in dry tetrahydrofuran (THF, 34 ml) under a nitrogen atmosphere. The solution is cooled to -78° C. Butyllithium (7.68 g, 52 ml of 2.3 molar solution, 3 equiv.) is added very slowly during 1 hour. The mixture is stirred at -78° C for 15 minutes. A solution of 2,2-dimethylhexanoic acid methyl ester (6.32 g) in dry THF (16 ml) is added to the cold solution over a period of 1 hour. The mixture is stirred for 30 minutes and then allowed to warm up to ... Reaction conditions: temperature -78 celsius, time 15 minute. The reactants are COC(C(CCCC)(C)C)=O (2,2-dimethylhexanoic acid methyl ester), O1CCCC1 (THF), CP(OC)(OC)=O (Dimethyl methylphosphonate), O1CCCC1 (tetrahydrofuran), C(CCC)[Li] (Butyllithium), Cl (hydrochloric acid). RXN SMILES: C[P:2](=[O:7])([O:5][CH3:6])[O:3][CH3:4].C([Li])CCC.CO[C:15](=[O:23])[C:16]([CH3:22])([CH3:21])[CH2:17][CH2:18][CH2:19][CH3:20].Cl.[O:25]1[CH2:29]CCC1>CCOCC>[P:2]([O:25][CH2:29][C:15](=[O:23])[C:16]([CH3:21])([CH3:22])[CH2:17][CH2:18][CH2:19][CH3:20])([O:5][CH3:6])([O:3][CH3:4])=[O:7]. The solvent is CCOCC (ether). Reactants: BrC=1C=C2C(=C(C(=NC2=CC1)C)S(=O)(=O)C)O (6-Bromo-3-methanesulfonyl-2-methyl-quinolin-4-ol), CN(C1=CC=C(C=C1)C)C (N,N-dimethyl-p-toluidine), P(=O)(Cl)(Cl)Cl (phosphorous oxychloride). Solvent: C1(=CC=CC=C1)C (toluene), C1(=CC=CC=C1)C (toluene). Reaction conditions: temperature 20 celsius, time 6.5 hour. Product: BrC=1C=C2C(=C(C(=NC2=CC1)C)S(=O)(=O)C)Cl (6-Bromo-4-chloro-3-methanesulfonyl-2-methyl-quinoline). Yield: 18.0%. Reaction SMILES: [Br:1][C:2]1[CH:3]=[C:4]2[C:9](=[CH:10][CH:11]=1)[N:8]=[C:7]([CH3:12])[C:6]([S:13]([CH3:16])(=[O:15])=[O:14])=[C:5]2O.CN(C)C1C=CC(C)=CC=1.P(Cl)(Cl)([Cl:30])=O>C1(C)C=CC=CC=1>[Br:1][C:2]1[CH:3]=[C:4]2[C:9](=[CH:10][CH:11]=1)[N:8]=[C:7]([CH3:12])[C:6]([S:13]([CH3:16])(=[O:15])=[O:14])=[C:5]2[Cl:30]. Procedure: 6-Bromo-3-methanesulfonyl-2-methyl-quinolin-4-ol (example C.1) (6 g, 19 mmol) and N,N-dimethyl-p-toluidine (5.5 mL, 38 mmol) were dissolved in toluene (60 mL) and heated under argon to reflux. The phosphorous oxychloride (1.9 mL, 20.9 mL) was added and heating at reflux continued for 6.5 h. The product precipitated spontaneously upon cooling to 20° C., the crystals were filtered off and washed with little toluene. One obtained 4.19 g (66%) of light brown crystals. Since the product is somewhat s... Reactants: ClCCl, Cl, O=C(CNC(=O)c1cccc(C(F)(F)F)c1)NC1CNC1, O=C1CCC(n2ccccc2=O)CC1. Yields the product O=C(CNC(=O)c1cccc(C(F)(F)F)c1)NC1CN(C2CCC(n3ccccc3=O)CC2)C1. Reaction SMILES: [Cl:37][CH2:38][Cl:39].[ClH:36].[NH:15]1[CH2:16][CH:17]([NH:19][C:20](=[O:21])[CH2:22][NH:23][C:24]([c:25]2[cH:26][c:27]([C:31]([F:32])([F:33])[F:34])[cH:28][cH:29][cH:30]2)=[O:35])[CH2:18]1.[O:1]=[C:2]1[CH2:3][CH2:4][CH:5]([n:8]2[c:9](=[O:14])[cH:10][cH:11][cH:12][cH:13]2)[CH2:6][CH2:7]1>>[CH:2]1([N:15]2[CH2:16][CH:17]([NH:19][C:20](=[O:21])[CH2:22][NH:23][C:24]([c:25]3[cH:26][c:27]([C:31]([F:32])([F:33])[F:34])[cH:28][cH:29][cH:30]3)=[O:35])[CH2:18]2)[CH2:3][CH2:4][CH:5]([n:8]2[c:9](=[O:14])[cH:10][cH:11][cH:12][cH:13]2)[CH2:6][CH2:7]1.